Task: describe an organic reaction: reactants, conditions, products, and yield. Dataset: the Open Reaction Database (ORD), a public repository of structured organic reaction records Starting materials: C(C)(C)OC(=O)N=NC(=O)OC(C)C (azodicarboxylic acid diisopropyl ester), OCC1=CC(=C(C(=O)OC)C=C1)C (methyl 4-(hydroxymethyl)-2-methylbenzoate), C1(=CC=CC=C1)O (phenol), C1(=CC=CC=C1)P(C1=CC=CC=C1)C1=CC=CC=C1 (triphenylphosphine). The solvent is O1CCCC1 (tetrahydrofuran). Conditions: time 0.5 hour. Yields the product CC1=C(C(=O)OC)C=CC(=C1)COC1=CC=CC=C1 (methyl 2-methyl-4-(phenoxymethyl)benzoate). Isolated yield 36.8%. RXN SMILES: [OH:1][CH2:2][C:3]1[CH:12]=[CH:11][C:6]([C:7]([O:9][CH3:10])=[O:8])=[C:5]([CH3:13])[CH:4]=1.[C:14]1(O)[CH:19]=[CH:18][CH:17]=[CH:16][CH:15]=1.C1(P(C2C=CC=CC=2)C2C=CC=CC=2)C=CC=CC=1.C(OC(N=NC(OC(C)C)=O)=O)(C)C>O1CCCC1>[CH3:13][C:5]1[CH:4]=[C:3]([CH2:2][O:1][C:14]2[CH:19]=[CH:18][CH:17]=[CH:16][CH:15]=2)[CH:12]=[CH:11][C:6]=1[C:7]([O:9][CH3:10])=[O:8]. Reported procedure: A mixture of methyl 4-(hydroxymethyl)-2-methylbenzoate (126 mg, 0.7 mmol), phenol (66 mg, 0.7 mmol), triphenylphosphine (275 mg, 1.0 mmol) and tetrahydrofuran (15 mL) was stirred at room temperature for half hour. And then azodicarboxylic acid diisopropyl ester (212 mg, 1.0 mmol) was added. The mixture was stirred at room temperature for 12 hours. The resultant mixture was washed with water (20 mL×2). The organic phase was separated, dried over sodium sulfate, filtered and concentrated to give a...